From a dataset of the Open Reaction Database (ORD), a public repository of structured organic reaction records. describe an organic reaction: reactants, conditions, products, and yield Starting materials: CCOc1cc2c(Nc3cc(OC)c(Cl)cc3Cl)c(C#N)cnc2cc1NC(C)=O, Cl, O. The product is CCOc1cc2c(Nc3cc(OC)c(Cl)cc3Cl)c(C#N)cnc2cc1N. As a reaction SMILES: [C:1](#[N:2])[c:3]1[cH:4][n:5][c:6]2[cH:7][c:8]([NH:27][C:28](=[O:29])[CH3:30])[c:9]([O:24][CH2:25][CH3:26])[cH:10][c:11]2[c:12]1[NH:13][c:14]1[c:15]([Cl:23])[cH:16][c:17]([Cl:22])[c:18]([O:20][CH3:21])[cH:19]1.[ClH:31].[OH2:32]>>[C:1](#[N:2])[c:3]1[cH:4][n:5][c:6]2[cH:7][c:8]([NH2:27])[c:9]([O:24][CH2:25][CH3:26])[cH:10][c:11]2[c:12]1[NH:13][c:14]1[c:15]([Cl:23])[cH:16][c:17]([Cl:22])[c:18]([O:20][CH3:21])[cH:19]1. Reactants: OOS(=O)[O-].[K+] (oxone), CS(=O)C (DMSO), C(C1=CC=CC=C1)[C@@H]1N(C([C@@H](N(C(CSC[C@H](NC([C@@H](N(C([C@@H](NC([C@@H](N(C(CN(C([C@@H](NC([C@@H](N(C1=O)C)CC(C)C)=O)[C@@H](C)O)=O)C)=O)C)CC(C)C)=O)COC(C)(C)C)=O)C)[C@@H](C)CC)=O)C(=O)N1CCCCC1)=O)C)C)=O)C ((5S,8S,11S,14S,20S,23S,26S,29R)-8-Benzyl-23-(tert-butoxymethyl)-26-((S)-sec-butyl)-14-((R)-1-hydroxyethyl)-11,20-diisobutyl-4,5,7,10,16,19,25-heptamethyl-29-(piperidine-1-carbonyl)-1-thia-4,7,10,13,16,19,22,25,28-nonaazacyclotriacontane-3,6,9,12,15,18,21,24,27-nonone), C(C1=CC=CC=C1)[C@@H]1N(C([C@@H](N(C(CSC[C@H](NC([C@@H](N(C([C@@H](NC([C@@H](N(C(CN(C([C@@H](NC([C@@H](N(C1=O)C)CC(C)C)=O)[C@@H](C)O)=O)C)=O)C)CC(C)C)=O)COC(C)(C)C)=O)C)[C@@H](C)CC)=O)C(=O)N1CCCCC1)=O)C)C)=O)C ((5S,8S,11S,14S,20S,23S,26S,29R)-8-Benzyl-23-(tert-butoxymethyl)-26-((S)-sec-butyl)-14-((R)-1-hydroxyethyl)-11,20-diisobutyl-4,5,7,10,16,19,25-heptamethyl-29-(piperidine-1-carbonyl)-1-thia-4,7,10,13,16,19,22,25,28-nonaazacyclotriacontane-3,6,9,12,15,18,21,24,27-nonone), O (water). Solvent: CO (methanol). The product is C(C1=CC=CC=C1)[C@@H]1N(C([C@@H](N(C(CS(C[C@H](NC([C@@H](N(C([C@@H](NC([C@@H](N(C(CN(C([C@@H](NC([C@@H](N(C1=O)C)CC(C)C)=O)[C@@H](C)O)=O)C)=O)C)CC(C)C)=O)COC(C)(C)C)=O)C)[C@@H](C)CC)=O)C(=O)N1CCCCC1)=O)=O)C)C)=O)C ((5S,8S,11S,14S,20S,23S,26S,29R)-8-benzyl-23-(tert-butoxymethyl)-26-((S)-sec-butyl)-14-((R)-1-hydroxyethyl)-11,20-diisobutyl-4,5,7,10,16,19,25-heptamethyl-29-(piperidine-1-carbonyl)-1-thia-4,7,10,13,16,19,22,25,28-nonaazacyclotriacontane-3,6,9,12,15,18,21,24,27-nonone 1-oxide). Isolated yield 89.3%. RXN SMILES: [CH2:1]([C@H:8]1[C:37](=[O:38])[N:36]([CH3:39])[C@@H:35]([CH2:40][CH:41]([CH3:43])[CH3:42])[C:34](=[O:44])[NH:33][C@@H:32]([C@H:45]([OH:47])[CH3:46])[C:31](=[O:48])[N:30]([CH3:49])[CH2:29][C:28](=[O:50])[N:27]([CH3:51])[C@@H:26]([CH2:52][CH:53]([CH3:55])[CH3:54])[C:25](=[O:56])[NH:24][C@@H:23]([CH2:57][O:58][C:59]([CH3:62])([CH3:61])[CH3:60])[C:22](=[O:63])[N:21]([CH3:64])[C@@H:20]([C@H:65]([CH2:67][CH3:68])[CH3:66])[C:19](=[O:69])[NH:18][C@H:17]([C:70]([N:72]2[CH2:77][CH2:76][CH2:75][CH2:74][CH2:73]2)=[O:71])[CH2:16][S:15][CH2:14][C:13](=[O:78])[N:12]([CH3:79])[C@@H:11]([CH3:80])[C:10](=[O:81])[N:9]1[CH3:82])[C:2]1[CH:7]=[CH:6][CH:5]=[CH:4][CH:3]=1.O.[OH:84]OS([O-])=O.[K+].CS(C)=O>CO>[CH2:1]([C@H:8]1[C:37](=[O:38])[N:36]([CH3:39])[C@@H:35]([CH2:40][CH:41]([CH3:42])[CH3:43])[C:34](=[O:44])[NH:33][C@@H:32]([C@H:45]([OH:47])[CH3:46])[C:31](=[O:48])[N:30]([CH3:49])[CH2:29][C:28](=[O:50])[N:27]([CH3:51])[C@@H:26]([CH2:52][CH:53]([CH3:55])[CH3:54])[C:25](=[O:56])[NH:24][C@@H:23]([CH2:57][O:58][C:59]([CH3:60])([CH3:62])[CH3:61])[C:22](=[O:63])[N:21]([CH3:64])[C@@H:20]([C@H:65]([CH2:67][CH3:68])[CH3:66])[C:19](=[O:69])[NH:18][C@H:17]([C:70]([N:72]2[CH2:73][CH2:74][CH2:75][CH2:76][CH2:77]2)=[O:71])[CH2:16][S:15](=[O:84])[CH2:14][C:13](=[O:78])[N:12]([CH3:79])[C@@H:11]([CH3:80])[C:10](=[O:81])[N:9]1[CH3:82])[C:2]1[CH:3]=[CH:4][CH:5]=[CH:6][CH:7]=1 |f:2.3|. Procedure: (5S,8S,11S,14S,20S,23S,26S,29R)-8-Benzyl-23-(tert-butoxymethyl)-26-((S)-sec-butyl)-14-((R)-1-hydroxyethyl)-11,20-diisobutyl-4,5,7,10,16,19,25-heptamethyl-29-(piperidine-1-carbonyl)-1-thia-4,7,10,13,16,19,22,25,28-nonaazacyclotriacontane-3,6,9,12,15,18,21,24,27-nonone (Compound P-109) (9.5 mg, 8.11×10−3 mmol) was dissolved in methanol (0.5 ml), and water (0.25 ml) was added. The solution was cooled in an ice bath with stirring, and oxone (5.5 mg, 8.92×10−3 mmol) was added. The reaction mixture wa... Reactants: N1=C(NC2=C1C=CC=C2)CC(CC(=O)OCC)C2=CC=C(C=C2)Cl (ethyl 4-(2-benzimidazolyl)-3-(4-chlorophenyl)butanoate), Cl (HCl), C1(=CC=CC=C1)C (toluene). Solvent: C(C)(=O)O (acetic acid). Conditions: temperature 100 celsius. Yields the product N1=C(NC2=C1C=CC=C2)CC(CC(=O)O)C2=CC=C(C=C2)Cl.Cl (4-(2-benzimidazolyl)-3-(4-chlorophenyl)butanoic acid•HCl). Reaction SMILES: [N:1]1[C:5]2[CH:6]=[CH:7][CH:8]=[CH:9][C:4]=2[NH:3][C:2]=1[CH2:10][CH:11]([C:18]1[CH:23]=[CH:22][C:21]([Cl:24])=[CH:20][CH:19]=1)[CH2:12][C:13]([O:15]CC)=[O:14].[ClH:25].C1(C)C=CC=CC=1>C(O)(=O)C>[N:1]1[C:5]2[CH:6]=[CH:7][CH:8]=[CH:9][C:4]=2[NH:3][C:2]=1[CH2:10][CH:11]([C:18]1[CH:23]=[CH:22][C:21]([Cl:24])=[CH:20][CH:19]=1)[CH2:12][C:13]([OH:15])=[O:14].[ClH:25] |f:4.5|. Reported procedure: The solution of ethyl 4-(2-benzimidazolyl)-3-(4-chlorophenyl)butanoate (200 mg) in a mixture of acetic acid (1 ml) and conc. HCl (0.25 ml) was heated at 100° C. for 1 h. Then toluene (30 ml) was added and all volatiles were removed by distillation. Distillation was repeated with further toluene (30 ml). The oily residue is treated with diethyl ether to induce crystallisation, triturated with acetone, and dried in vacuo to leave 4-(2-benzimidazolyl)-3-(4-chlorophenyl)butanoic acid•HCl (208 mg) as... As a reaction SMILES: [CH3:22][C:23]([CH2:24][CH2:25][NH2:26])([CH3:27])[CH3:28].[Cl:1][c:2]1[cH:3][c:4]([NH:8][c:9]2[n:10][cH:11][c:12]([C:19](=[O:20])[OH:21])[c:13]([C:15]([F:16])([F:17])[F:18])[n:14]2)[cH:5][cH:6][cH:7]1>>[Cl:1][c:2]1[cH:3][c:4]([NH:8][c:9]2[n:10][cH:11][c:12]([C:19](=[O:21])[NH:26][CH2:25][CH2:24][C:23]([CH3:22])([CH3:27])[CH3:28])[c:13]([C:15]([F:16])([F:17])[F:18])[n:14]2)[cH:5][cH:6][cH:7]1. The product is CC(C)(C)CCNC(=O)c1cnc(Nc2cccc(Cl)c2)nc1C(F)(F)F. The reactants are CC(C)(C)CCN, O=C(O)c1cnc(Nc2cccc(Cl)c2)nc1C(F)(F)F. Reactants: OC1=C(C=C(C=C1)N)N1N=C2C(=N1)C=C1C(=C2)OCO1 (2-(2-hydroxy-5-aminophenyl)-5,6-methylenedioxybenzotriazole), C(C(=C)C)(=O)Cl (methacryloyl chloride). Solvent: C(C)N(CC)CC (triethylamine). Product: OC1=C(C=C(C=C1)NC(C(=C)C)=O)N1N=C2C(=N1)C=C1C(=C2)OCO1 (2-(2-hydroxy-5-methacrylamidophenyl)-5,6-methylenedioxybenzotriazole). Reaction SMILES: [OH:1][C:2]1[CH:7]=[CH:6][C:5]([NH2:8])=[CH:4][C:3]=1[N:9]1[N:13]=[C:12]2[CH:14]=[C:15]3[O:20][CH2:19][O:18][C:16]3=[CH:17][C:11]2=[N:10]1.[C:21](Cl)(=[O:25])[C:22]([CH3:24])=[CH2:23]>C(N(CC)CC)C>[OH:1][C:2]1[CH:7]=[CH:6][C:5]([NH:8][C:21](=[O:25])[C:22]([CH3:24])=[CH2:23])=[CH:4][C:3]=1[N:9]1[N:13]=[C:12]2[CH:14]=[C:15]3[O:20][CH2:19][O:18][C:16]3=[CH:17][C:11]2=[N:10]1. Procedure details: According to the procedure of Example 2, a sample of 2-(2-hydroxy-5-aminophenyl)-5,6-methylenedioxybenzotriazole is treated with methacryloyl chloride in the presence of triethylamine to yield 2-(2-hydroxy-5-methacrylamidophenyl)-5,6-methylenedioxybenzotriazole. The corresponding chloro, methoxy and methylenedioxy compounds of the acrylamidophenyl series may be produced according to the general synthetic routes disclosed above for the corresponding methacrylamidophenyl compounds.